From a dataset of the Open Reaction Database (ORD), a public repository of structured organic reaction records. describe an organic reaction: reactants, conditions, products, and yield RXN SMILES: [N+:1]([C:4]1[CH:5]=[C:6]([CH:10]=[C:11]([C:13]([F:16])([F:15])[F:14])[CH:12]=1)[C:7](O)=[O:8])([O-:3])=[O:2].S(Cl)([Cl:19])=O>>[N+:1]([C:4]1[CH:5]=[C:6]([CH:10]=[C:11]([C:13]([F:16])([F:15])[F:14])[CH:12]=1)[C:7]([Cl:19])=[O:8])([O-:3])=[O:2]. Reactants: [N+](=O)([O-])C=1C=C(C(=O)O)C=C(C1)C(F)(F)F (3-nitro-5-(trifluoromethyl)benzoic acid), S(=O)(Cl)Cl (thionyl chloride). The product is [N+](=O)([O-])C=1C=C(C(=O)Cl)C=C(C1)C(F)(F)F (3-nitro-5-(trifluoromethyl)benzoyl chloride). Reported procedure: A solution of thionyl chloride (30 ml) and 3-nitro-5-(trifluoromethyl)benzoic acid (10 g) was heated to reflux for 2 h. The reaction mixture was concentrated under reduced pressure and treated with toluene (10 ml) which was then removed under reduced pressure to afford 3-nitro-5-(trifluoromethyl)benzoyl chloride. The reactants are C=Cc1cc(NC(=O)OC(C)(C)C)c([N+](=O)[O-])cc1C(F)(F)F, CC[N+](CC)(CC)Cc1ccccc1, C[S+](C)(C)=O, CCOC(C)=O, [Cl-], ClCCl, [I-], [Na+], [OH-]. Yields the product CC(C)(C)OC(=O)Nc1cc(C2CC2)c(C(F)(F)F)cc1[N+](=O)[O-]. Reaction SMILES: [C:1]([CH3:2])([CH3:3])([CH3:4])[O:5][C:6]([NH:7][c:8]1[c:9]([N+:20](=[O:21])[O-:22])[cH:10][c:11]([C:16]([F:17])([F:18])[F:19])[c:12]([CH:14]=[CH2:15])[cH:13]1)=[O:23].[CH2:31]([N+:32]([CH2:33][CH3:34])([CH2:35][CH3:36])[CH2:37][CH3:38])[c:39]1[cH:40][cH:41][cH:42][cH:43][cH:44]1.[CH3:25][S+:26]([CH3:27])([CH3:28])=[O:29].[CH3:50][CH2:51][O:52][C:53]([CH3:54])=[O:55].[Cl-:30].[Cl:47][CH2:48][Cl:49].[I-:24].[Na+:46].[OH-:45]>>[C:1]([CH3:2])([CH3:3])([CH3:4])[O:5][C:6]([NH:7][c:8]1[c:9]([N+:20](=[O:21])[O-:22])[cH:10][c:11]([C:16]([F:17])([F:18])[F:19])[c:12]([CH:14]2[CH2:15][CH2:25]2)[cH:13]1)=[O:23]. Starting materials: BrC=1C=C2C=CC(=CC2=CC1)C1=CN=C(N1)[C@H]1N(C[C@H](C1)O)C([C@H](C(C)C)NC(OC)=O)=O (methyl (S)-1-((2S,4S)-2-(5-(6-bromonaphthalen-2-yl)-1H-imidazol-2-yl)-4-hydroxypyrrolidin-1-yl)-3-methyl-1-oxobutan-2-ylcarbamate), CC1(OB(OC1(C)C)C1=CC=C(C=C1)C1=CN=C(N1)[C@H]1N(CCC1)C(=O)OC(C)(C)C)C ((S)-tert-butyl 2-(5-(4-(4,4,5,5-tetramethyl-1,3,2-dioxaborolan-2-yl)phenyl)-1H-imidazol-2-yl)pyrrolidine-1-carboxylate), C(=O)([O-])[O-].[K+].[K+] (K2CO3). Reagents/catalysts: C=1C=CC(=CC1)[P](C=2C=CC=CC2)(C=3C=CC=CC3)[Pd]([P](C=4C=CC=CC4)(C=5C=CC=CC5)C=6C=CC=CC6)([P](C=7C=CC=CC7)(C=8C=CC=CC8)C=9C=CC=CC9)[P](C=1C=CC=CC1)(C=1C=CC=CC1)C=1C=CC=CC1 (Pd(PPh3)4). The solvent is COCCOC (DME). Run at temperature 85 celsius. Yields the product O[C@H]1C[C@H](N(C1)C([C@H](C(C)C)NC(=O)OC)=O)C=1NC(=CN1)C=1C=C2C=CC(=CC2=CC1)C1=CC=C(C=C1)C1=CN=C(N1)[C@H]1N(CCC1)C(=O)OC(C)(C)C ((S)-tert-butyl 2-(5-(4-(6-(2-((2S,4S)-4-hydroxy-1-((S)-2-(methoxycarbonylamino)-3-methyl butanoyl)pyrrolidin-2-yl)-1H-imidazol-5-yl)naphthalen-2-yl)phenyl)-1H-imidazol-2-yl)pyrrolidine-1-carboxylate). The yield is 42.9%. As a reaction SMILES: Br[C:2]1[CH:3]=[C:4]2[C:9](=[CH:10][CH:11]=1)[CH:8]=[C:7]([C:12]1[NH:16][C:15]([C@@H:17]3[CH2:21][C@H:20]([OH:22])[CH2:19][N:18]3[C:23](=[O:33])[C@@H:24]([NH:28][C:29](=[O:32])[O:30][CH3:31])[CH:25]([CH3:27])[CH3:26])=[N:14][CH:13]=1)[CH:6]=[CH:5]2.CC1(C)C(C)(C)OB([C:42]2[CH:47]=[CH:46][C:45]([C:48]3[NH:52][C:51]([C@@H:53]4[CH2:57][CH2:56][CH2:55][N:54]4[C:58]([O:60][C:61]([CH3:64])([CH3:63])[CH3:62])=[O:59])=[N:50][CH:49]=3)=[CH:44][CH:43]=2)O1.C([O-])([O-])=O.[K+].[K+]>COCCOC.C1C=CC([P]([Pd]([P](C2C=CC=CC=2)(C2C=CC=CC=2)C2C=CC=CC=2)([P](C2C=CC=CC=2)(C2C=CC=CC=2)C2C=CC=CC=2)[P](C2C=CC=CC=2)(C2C=CC=CC=2)C2C=CC=CC=2)(C2C=CC=CC=2)C2C=CC=CC=2)=CC=1>[OH:22][C@@H:20]1[CH2:19][N:18]([C:23](=[O:33])[C@@H:24]([NH:28][C:29]([O:30][CH3:31])=[O:32])[CH:25]([CH3:26])[CH3:27])[C@H:17]([C:15]2[NH:16][C:12]([C:7]3[CH:8]=[C:9]4[C:4](=[CH:5][CH:6]=3)[CH:3]=[C:2]([C:42]3[CH:43]=[CH:44][C:45]([C:48]5[NH:52][C:51]([C@@H:53]6[CH2:57][CH2:56][CH2:55][N:54]6[C:58]([O:60][C:61]([CH3:64])([CH3:63])[CH3:62])=[O:59])=[N:50][CH:49]=5)=[CH:46][CH:47]=3)[CH:11]=[CH:10]4)=[CH:13][N:14]=2)[CH2:21]1 |f:2.3.4,^1:81,83,102,121|. Procedure: To a solution of methyl (S)-1-((2S,4S)-2-(5-(6-bromonaphthalen-2-yl)-1H-imidazol-2-yl)-4-hydroxypyrrolidin-1-yl)-3-methyl-1-oxobutan-2-ylcarbamate (100 mg, 0.19 mmol) in DME (2 mL) was added (S)-tert-butyl 2-(5-(4-(4,4,5,5-tetramethyl-1,3,2-dioxaborolan-2-yl)phenyl)-1H-imidazol-2-yl)pyrrolidine-1-carboxylate (83 mg, 0.19 mmol), Pd(PPh3)4 (22 mg, 0.019 mmol), and K2CO3 (2M in H2O, 0.32 mL, 0.63 mmol). The solution was degassed with N2 for 10 min, then heated to 85° C. for 18 h. The mixture was co... The reactants are Cl.Cl.NC1=CC(=C(C(=O)NCC2CCNCC2)C=C1Cl)OC (4-Amino-5-chloro-2-methoxy-N-(piperidin-4-ylmethyl)benzamide dihydrochloride), O1CCOC2=C1C=CC(=C2)COCCCCCCl (5-((1,4-benzodioxan-6-yl)methoxy)pentyl chloride). Product: NC1=CC(=C(C(=O)NCC2CCN(CC2)CCCCCOCC2=CC3=C(OCCO3)C=C2)C=C1Cl)OC (4-amino-5-chloro-N-((1-(5-((1,4-benzodioxan-6-yl)methoxy)pentyl)piperidin-4-yl)methyl)-2-methoxybenzamide). Reaction SMILES: Cl.Cl.[NH2:3][C:4]1[C:19]([Cl:20])=[CH:18][C:7]([C:8]([NH:10][CH2:11][CH:12]2[CH2:17][CH2:16][NH:15][CH2:14][CH2:13]2)=[O:9])=[C:6]([O:21][CH3:22])[CH:5]=1.[O:23]1[C:28]2[CH:29]=[CH:30][C:31]([CH2:33][O:34][CH2:35][CH2:36][CH2:37][CH2:38][CH2:39]Cl)=[CH:32][C:27]=2[O:26][CH2:25][CH2:24]1>>[NH2:3][C:4]1[C:19]([Cl:20])=[CH:18][C:7]([C:8]([NH:10][CH2:11][CH:12]2[CH2:13][CH2:14][N:15]([CH2:39][CH2:38][CH2:37][CH2:36][CH2:35][O:34][CH2:33][C:31]3[CH:30]=[CH:29][C:28]4[O:23][CH2:24][CH2:25][O:26][C:27]=4[CH:32]=3)[CH2:16][CH2:17]2)=[O:9])=[C:6]([O:21][CH3:22])[CH:5]=1 |f:0.1.2|. Procedure: 4-Amino-5-chloro-2-methoxy-N-(piperidin-4-ylmethyl)benzamide dihydrochloride as starting compound and 5-((1,4-benzodioxan-6-yl)methoxy)pentyl chloride were reacted and treated in the same manner as in Example 168 to give 4-amino-5-chloro-N-((1-(5-((1,4-benzodioxan-6-yl)methoxy)pentyl)piperidin-4-yl)methyl)-2-methoxybenzamide.